From a dataset of the Open Reaction Database (ORD), a public repository of structured organic reaction records. describe an organic reaction: reactants, conditions, products, and yield Starting materials: O=C([O-])O, CCCC(=O)c1c[nH]c2c(OC)cccc2c1=O, [Na+], O=P(Cl)(Cl)Cl. Product: CCCC(=O)c1cnc2c(OC)cccc2c1Cl. Reaction SMILES: [C:19](=[O:20])([OH:21])[O-:22].[C:1]([CH2:2][CH2:3][CH3:4])(=[O:5])[c:6]1[cH:7][nH:8][c:9]2[c:10]([O:17][CH3:18])[cH:11][cH:12][cH:13][c:14]2[c:15]1=[O:16].[Na+:23].[P:24]([Cl:25])([Cl:26])([Cl:27])=[O:28]>>[C:1]([CH2:2][CH2:3][CH3:4])(=[O:5])[c:6]1[cH:7][n:8][c:9]2[c:10]([O:17][CH3:18])[cH:11][cH:12][cH:13][c:14]2[c:15]1[Cl:26]. Starting materials: C1C(C)O1 (propylene oxide), stainless steel, [OH-].[Na+] (sodium hydroxide), S1(=O)(=O)CCCC1 (sulfolane), [Cl-].[Mg+2].[Cl-].Cl (magnesium chloride hydrochloric acid), Cl (hydrochloric acid), oxidized propylene, C=CC (propylene), C(=O)=O (carbon dioxide), O.C(C)(=O)O.O.O.C(C)(=O)O (acetate sesquihydrate), S1(=O)(=O)CCCC1 (sulfolane). Run in C(C)C(=O)C (methyl ethyl ketone), O (water). Run at temperature -78 celsius. The product is C1(OCC(C)O1)=O (propylene carbonate), C1C(C)O1 (propylene oxide), CC(=O)C (acetone). Yield: 7.0%. As a reaction SMILES: O.[C:2]([OH:5])(=[O:4])C.O.O.C(O)(=O)C.S1(CCCC1)(=O)=O.C=CC.C(=O)=O.[Cl-].[Mg+2].[Cl-].Cl.[CH2:29]1[O:32][CH:30]1[CH3:31].Cl.[OH-].[Na+]>C(C(C)=O)C.O>[C:2]1(=[O:4])[O:32][CH:30]([CH3:31])[CH2:29][O:5]1.[CH2:29]1[O:32][CH:30]1[CH3:31].[CH3:29][C:30]([CH3:31])=[O:32] |f:0.1.2.3.4,8.9.10.11,14.15|. Procedure: 3.6 g of thallic acetate sesquihydrate (8.8 mmole), 30 g sulfolane and 6.0 g of water were added to a 300 cc. stainless steel Autoclave Engineers Magnedrive Autoclave. The autoclave was cooled to -78° C. and 20 g of propylene (0.5 mole) and 127 g carbon dioxide (2.9 moles) were introduced therein. The autoclave was then heated to 50° C. for 2.0 hours, creating a total system pressure of 1,400 psig. The autoclave volatiles were then vented into a methyl ethyl ketone scrubber, followed by treatmen... Reactants: CCCCC[C@@H](/C=C/[C@H]1[C@@H](C[C@@H]([C@@H]1C/C=C\CCCC(=O)O)O)O)O (PGF2 α), C(C(C)C)OC(=O)Cl (isobutylchloroformate). Solvent: C(C)N(CC)CC (triethylamine). Product: C1=C(C=CC2=CC=CC=C12)O (β-naphthol), crude residue. Reaction SMILES: CCCCC[C@H](O)/C=C/[C@@H]1[C@@H:13]([CH2:14]/[CH:15]=[CH:16]\[CH2:17][CH2:18][CH2:19][C:20]([OH:22])=O)[C@@H:12](O)[CH2:11][C@H]1O.C(OC(Cl)=O)C(C)C>C(N(CC)CC)C>[CH:11]1[C:12]2[C:17](=[CH:16][CH:15]=[CH:14][CH:13]=2)[CH:18]=[CH:19][C:20]=1[OH:22]. Procedure: Following the procedure of Example 1 but using 0.535 g. of PGF2 α , 0.254 ml. of triethylamine, 0.238 ml. of isobutylchloroformate, and 0.327 g. of β-naphthol, there is obtained a crude residue. This residue is subjected to silica gel chromatography, eluting with ethyl acetate followed by acetonitrile. The residue obtained by concentration of selected fractions, 0.410 g., is crystallized from ethyl acetate diluted with 1.5 volumes of hexane as the title compound, white free-flowing crystals, m.p... Reactants: ClC1(C(C2C(CCC12)CCCCC(CC)OC)=O)Cl (7,7-dichloro-4-(5-methoxyheptyl)bicyclo[3.2.0]heptan-6-one). Reagents/catalysts: [Zn] (Zinc). Run in C(C)(=O)O (acetic acid). Run at time 1 hour. Product: COC(CCCCC1CCC2CC(C12)=O)CC (4-(5-methoxyheptyl)bicyclo [3.2.0]heptan-6-one). Reaction SMILES: Cl[C:2]1(Cl)[CH:8]2[CH:4]([CH:5]([CH2:9][CH2:10][CH2:11][CH2:12][CH:13]([O:16][CH3:17])[CH2:14][CH3:15])[CH2:6][CH2:7]2)[C:3]1=[O:18]>C(O)(=O)C.[Zn]>[CH3:17][O:16][CH:13]([CH2:14][CH3:15])[CH2:12][CH2:11][CH2:10][CH2:9][CH:5]1[CH:4]2[CH:8]([CH2:2][C:3]2=[O:18])[CH2:7][CH2:6]1. Procedure: Zinc (4 g) is added to a stirred solution of 7,7-dichloro-4-(5-methoxyheptyl)bicyclo[3.2.0]heptan-6-one (2 g) in glacial acetic acid (120 ml). The solution is stirred at room temperature for one hour, then refluxed for 1 hour, after which time the mixture is filtered through a sintered glass funnel and the ether solution dried over anhydrous sodium sulfate. The solvent is removed under vacuum, leaving the crude product. Chromatography on silica gel yields 4-(5-methoxyheptyl)bicyclo [3.2.0]heptan... Reactants: ClC1=C(C(=O)N)C=CC(=C1)C=1C=CC=2N(N1)C(=CN2)CC=2C=C1C=CC=NC1=CC2 (2-Chloro-4-(3-quinolin-6-ylmethyl-imidazo[1,2-b]pyridazin-6-yl)-benzamide), C(C)OC(C1=CC(=CC=C1)B1OC(C(O1)(C)C)(C)C)=O (3-(4,4,5,5-Tetramethyl-[1,3,2]dioxaborolan-2-yl)-benzoic acid ethyl ester), ester. Reagents/catalysts: C1=CC=C(C=C1)P([C-]2C=CC=C2)C3=CC=CC=C3.C1=CC=C(C=C1)P([C-]2C=CC=C2)C3=CC=CC=C3.Cl[Pd]Cl.[Fe+2].C(Cl)Cl (PdCl2(dppf) CH2Cl2). Product: N1=CC=CC2=CC(=CC=C12)CC1=CN=C2N1N=C(C=C2)C=2C=C(C(=O)O)C=CC2 (3-(3-Quinolin-6-ylmethyl-imidazo[1,2-b]pyridazin-6-yl)-benzoic acid). RXN SMILES: Cl[C:2]1[CH:10]=[C:9]([C:11]2[CH:12]=[CH:13][C:14]3[N:15]([C:17]([CH2:20][C:21]4[CH:22]=[C:23]5[C:28](=[CH:29][CH:30]=4)[N:27]=[CH:26][CH:25]=[CH:24]5)=[CH:18][N:19]=3)[N:16]=2)[CH:8]=[CH:7][C:3]=1C(N)=O.C([O:33][C:34](=[O:50])C1C=CC=C(B2OC(C)(C)C(C)(C)O2)C=1)C>C1C=CC(P(C2C=CC=CC=2)[C-]2C=CC=C2)=CC=1.C1C=CC(P(C2C=CC=CC=2)[C-]2C=CC=C2)=CC=1.Cl[Pd]Cl.[Fe+2].C(Cl)Cl>[N:27]1[C:28]2[C:23](=[CH:22][C:21]([CH2:20][C:17]3[N:15]4[N:16]=[C:11]([C:9]5[CH:10]=[C:2]([CH:3]=[CH:7][CH:8]=5)[C:34]([OH:50])=[O:33])[CH:12]=[CH:13][C:14]4=[N:19][CH:18]=3)=[CH:30][CH:29]=2)[CH:24]=[CH:25][CH:26]=1 |f:2.3.4.5.6|. Procedure: The title compound was prepared in analogy to the compound of Example 15 starting with 3-(4,4,5,5-Tetramethyl-[1,3,2]dioxaborolan-2-yl)-benzoic acid ethyl ester, using PdCl2(dppf)/CH2Cl2 (1/1) as catalyst and with an additional ester deprotection step afterwards (tR 3.14 min (conditions 11), MH+=380.9).